From a dataset of the Open Reaction Database (ORD), a public repository of structured organic reaction records. describe an organic reaction: reactants, conditions, products, and yield Reactants: 22.5, CNS(=O)(=O)OC=1C=CC2=C(C(C(O2)O)(C)C)C1 (2,3-dihydro-3,3-dimethyl-2-hydroxybenzofuran-5-yl methylaminosulfonate), CO (methanol). Reagents/catalysts: S(O)(O)(=O)=O (sulfuric acid). Run in C(C)N(CC)CC (triethylamine). Run at time 30 minute. Product: CNS(=O)(=O)OC=1C=CC2=C(C(C(O2)OC)(C)C)C1 (2,3-dihydro-3,3-dimethyl-2-methoxybenzofuran -5-yl methylaminosulfonate). Reaction SMILES: [CH3:1][NH:2][S:3]([O:6][C:7]1[CH:8]=[CH:9][C:10]2[O:14][CH:13]([OH:15])[C:12]([CH3:17])([CH3:16])[C:11]=2[CH:18]=1)(=[O:5])=[O:4].[CH3:19]O>S(=O)(=O)(O)O.C(N(CC)CC)C>[CH3:1][NH:2][S:3]([O:6][C:7]1[CH:8]=[CH:9][C:10]2[O:14][CH:13]([O:15][CH3:19])[C:12]([CH3:16])([CH3:17])[C:11]=2[CH:18]=1)(=[O:4])=[O:5]. Reported procedure: 4 drops of concentrated sulfuric acid was added to a solution of 22.5 parts of 2,3-dihydro-3,3-dimethyl-2-hydroxybenzofuran-5-yl methylaminosulfonate in 200 parts of methanol. The mixture was subsequently boiled for 30 minutes under reflux, and then cooled. The mixture was neutralized with triethylamine and concentrated to dryness in vacuo. Treatment of the viscous residue with a mixture of ether and n-hexane gave crystals of 2,3-dihydro-3,3-dimethyl-2-methoxybenzofuran -5-yl methylaminosulfonat... The reactants are CC1=NN=C2N1N=C(C=C2)C2=CC(=CC=C2)[N+](=O)[O-] (3-methyl-6-(m-nitrophenyl)-1,2,4-triazolo[4,3-b]pyridazine), [H][H] (hydrogen), FC(C(=O)O)(F)F (trifluoroacetic acid). Reagents/catalysts: [Pd] (palladium). The product is NC=1C=C(C=CC1)C=1C=CC=2N(N1)C(=NN2)C (6-(m-aminophenyl)-3-methyl-1,2,4-triazolo[4,3-b]pyridazine). Reaction SMILES: [CH3:1][C:2]1[N:6]2[N:7]=[C:8]([C:11]3[CH:16]=[CH:15][CH:14]=[C:13]([N+:17]([O-])=O)[CH:12]=3)[CH:9]=[CH:10][C:5]2=[N:4][N:3]=1.FC(F)(F)C(O)=O.[H][H]>[Pd]>[NH2:17][C:13]1[CH:12]=[C:11]([C:8]2[CH:9]=[CH:10][C:5]3[N:6]([C:2]([CH3:1])=[N:3][N:4]=3)[N:7]=2)[CH:16]=[CH:15][CH:14]=1. Reported procedure: A mixture of 5.1 g. of 3-methyl-6-(m-nitrophenyl)-1,2,4-triazolo[4,3-b]pyridazine (prepared as in Example 23), 60 ml. of trifluoroacetic acid and 0.9 g. of 10% palladium catalyst on carbon is shaken in a Parr hydrogenator under about 35 pounds of hydrogen pressure until hydrogen uptake is complete. The catalyst is filtered off and the reaction mixture is concentrated. The residue is dissolved in water and adjusted to pH 5 by addition of 5N NaOH. The insoluble material is filtered off and washed ... Starting materials: Cl (HCl), O[Li].O (LiOH.H2O), C(C)OC(CCCCC1=NOC(=C1)C1=C(C=CC(=C1)Cl)O)=O (5-[5-(5-chloro-2-hydroxy-phenyl)-isoxazol-3-yl]-pentanoic acid ethyl ester). The solvent is O (water), O1CCOCC1 (dioxane). Run at time 8 hour. The product is ClC=1C=CC(=C(C1)C1=CC(=NO1)CCCCC(=O)O)O (5-[5-(5-chloro-2-hydroxy-phenyl)-isoxazol-3-yl]-pentanoic acid). Isolated yield 90.5%. As a reaction SMILES: O[Li].O.C([O:6][C:7](=[O:25])[CH2:8][CH2:9][CH2:10][CH2:11][C:12]1[CH:16]=[C:15]([C:17]2[CH:22]=[C:21]([Cl:23])[CH:20]=[CH:19][C:18]=2[OH:24])[O:14][N:13]=1)C.Cl>O.O1CCOCC1>[Cl:23][C:21]1[CH:20]=[CH:19][C:18]([OH:24])=[C:17]([C:15]2[O:14][N:13]=[C:12]([CH2:11][CH2:10][CH2:9][CH2:8][C:7]([OH:25])=[O:6])[CH:16]=2)[CH:22]=1 |f:0.1|. Reported procedure: Add a solution of LiOH.H2O (2.14 g, 51.0 mmol) in water (30 mL) to a rapidly stirred solution of 5-[5-(5-chloro-2-hydroxy-phenyl)-isoxazol-3-yl]-pentanoic acid ethyl ester (3.30 g, 10.2 mmol) in dioxane (60 mL), stir at room temperature overnight. After 1 hour, acidify to pH 1 with 5N HCl solution and place in refrigerator. Filter out solids and rinse with water to afford the title compound (2.73 g, 91%). MS (IS) 296 (M+1)+.